Dataset: the Open Reaction Database (ORD), a public repository of structured organic reaction records. Task: describe an organic reaction: reactants, conditions, products, and yield Starting materials: [C-]#N, CN(C)C=O, O=Cc1csc(NC(=O)OCC(Cl)(Cl)Cl)n1, [K+], [K+], O, O=P([O-])(O)O. Yields the product N#CC(O)c1csc(NC(=O)OCC(Cl)(Cl)Cl)n1. RXN SMILES: [C-:24]#[N:25].[CH3:27][N:28]([CH3:29])[CH:30]=[O:31].[Cl:1][C:2]([CH2:3][O:4][C:5](=[O:6])[NH:7][c:8]1[s:9][cH:10][c:11]([CH:13]=[O:14])[n:12]1)([Cl:15])[Cl:16].[K+:22].[K+:26].[OH2:23].[P:17]([O-:18])([OH:19])([OH:20])=[O:21]>>[Cl:1][C:2]([CH2:3][O:4][C:5](=[O:6])[NH:7][c:8]1[s:9][cH:10][c:11]([CH:13]([OH:14])[C:24]#[N:25])[n:12]1)([Cl:15])[Cl:16]. Reactants: CCOC(=O)C(Cc1ccc(-c2c(O)cccc2OC)cc1)NC(=O)c1c(Cl)cccc1Cl, [Li+], [OH-]. Product: COc1cccc(O)c1-c1ccc(CC(NC(=O)c2c(Cl)cccc2Cl)C(=O)O)cc1. RXN SMILES: [CH2:1]([CH3:2])[O:3][C:4]([CH:5]([NH:6][C:7]([c:8]1[c:9]([Cl:15])[cH:10][cH:11][cH:12][c:13]1[Cl:14])=[O:16])[CH2:17][c:18]1[cH:19][cH:20][c:21](-[c:24]2[c:25]([OH:32])[cH:26][cH:27][cH:28][c:29]2[O:30][CH3:31])[cH:22][cH:23]1)=[O:33].[Li+:35].[OH-:34]>>[O:3]=[C:4]([CH:5]([NH:6][C:7]([c:8]1[c:9]([Cl:15])[cH:10][cH:11][cH:12][c:13]1[Cl:14])=[O:16])[CH2:17][c:18]1[cH:19][cH:20][c:21](-[c:24]2[c:25]([OH:32])[cH:26][cH:27][cH:28][c:29]2[O:30][CH3:31])[cH:22][cH:23]1)[OH:33].